From a dataset of the Open Reaction Database (ORD), a public repository of structured organic reaction records. describe an organic reaction: reactants, conditions, products, and yield Solvent: C(Cl)Cl (DCM), CCOC(=O)C (EtOAc). Reactants: O1C(CCCC1)OC1COC2C1OCC2N (6-((tetrahydro-2H-pyran-2-yl)oxy)hexahydrofuro[3,2-b]furan-3-amine), Cl (HCl). Reported procedure: To a solution of 6-((tetrahydro-2H-pyran-2-yl)oxy)hexahydrofuro[3,2-b]furan-3-amine (2.8 g, 12.2 mmol) in DCM (50 mL) was added a solution of HCl in EtOAc (15 mL, 3.8M), and the mixture was stirred at rt overnight and concentrated in vacuo. The residue was washed with DCM (50 mL), and then dried in vacuo at 60° C. overnight to give the crude product as a brown solid (3.3 g, not pure). Yields the product Cl.NC1COC2C1OCC2O (6-aminohexahydrofuro[3,2-b]furan-3-ol hydrochloride). Reaction SMILES: O1CCCCC1[O:7][CH:8]1[CH:12]2[O:13][CH2:14][CH:15]([NH2:16])[CH:11]2[O:10][CH2:9]1.[ClH:17]>C(Cl)Cl.CCOC(C)=O>[ClH:17].[NH2:16][CH:15]1[CH:11]2[O:10][CH2:9][CH:8]([OH:7])[CH:12]2[O:13][CH2:14]1 |f:4.5|. Reaction conditions: time 8 hour. The reactants are OC[C@@H]1NCC=2NC3=CC=CC=C3C2C1 ((3R)-3-hydroxymethyl-1,2,3,4-tetrahydro-β-carboline), ClC1=CC=C(CCl)C=C1 (4-chlorobenzyl chloride), [OH-].[K+] (KOH), C(=S)=S (CS2). The solvent is CO (methanol), C(C)O (ethanol). Yields the product OC[C@@H]1N(CC=2NC3=CC=CC=C3C2C1)C(=S)SCC1=CC=C(C=C1)Cl (4-Chlorobenzyl (3R)-3-hydroxymethyl-1,2,3,4-tetrahydro-β-carboline-2-carbodithioate). Yield: 67.0%. RXN SMILES: [OH:1][CH2:2][C@H:3]1[CH2:15][C:14]2[C:13]3[C:8](=[CH:9][CH:10]=[CH:11][CH:12]=3)[NH:7][C:6]=2[CH2:5][NH:4]1.[OH-].[K+].[C:18](=[S:20])=[S:19].[Cl:21][C:22]1[CH:29]=[CH:28][C:25]([CH2:26]Cl)=[CH:24][CH:23]=1>CO.C(O)C>[OH:1][CH2:2][C@H:3]1[CH2:15][C:14]2[C:13]3[C:8](=[CH:9][CH:10]=[CH:11][CH:12]=3)[NH:7][C:6]=2[CH2:5][N:4]1[C:18]([S:20][CH2:26][C:25]1[CH:28]=[CH:29][C:22]([Cl:21])=[CH:23][CH:24]=1)=[S:19] |f:1.2|. Reported procedure: In the same manner as described in Example 8 by using (3R)-3-hydroxymethyl-1,2,3,4-tetrahydro-β-carboline (1.01 g), 2N KOH (2.5 ml), CS2 (0.3 ml), 4-chlorobenzyl chloride (0.81 g) and 70% ethanol (20 ml), there is prepared the title compound (1.34 g, 67%) as white powder, [α]D20 -111.8° (c=1.0, methanol). NMR (CDCl3 -DMSO-d6, δ): 4.56 (s, 2H, CSSCH2C6H4 -p-Cl), Mass m/e: 402 (M+), 244 (M+ -p-Cl-C6H4CH2SH). Reactants: CCO, CCOC(=O)c1c(C)nn2c(C)cccc12, [Na+], [OH-]. The product is Cc1nn2c(C)cccc2c1C(=O)O. As a reaction SMILES: [CH3:19][CH2:20][OH:21].[CH3:1][c:2]1[n:3][n:4]2[c:5]([cH:6][cH:7][cH:8][c:9]2[CH3:10])[c:11]1[C:12](=[O:13])[O:14][CH2:15][CH3:16].[Na+:18].[OH-:17]>>[CH3:1][c:2]1[n:3][n:4]2[c:5]([cH:6][cH:7][cH:8][c:9]2[CH3:10])[c:11]1[C:12](=[O:13])[OH:14].